Dataset: the Open Reaction Database (ORD), a public repository of structured organic reaction records. Task: describe an organic reaction: reactants, conditions, products, and yield The reactants are NC(=O)CBr, CC(C)Cc1cc2c(C(F)(F)F)c(C#N)ccc2[nH]1. RXN SMILES: [Br:20][CH2:21][C:22](=[O:23])[NH2:24].[CH3:1][CH:2]([CH2:3][c:4]1[nH:5][c:6]2[cH:7][cH:8][c:9]([C:17]#[N:18])[c:10]([C:13]([F:14])([F:15])[F:16])[c:11]2[cH:12]1)[CH3:19]>>[CH3:1][CH:2]([CH2:3][c:4]1[n:5]([CH2:21][C:22](=[O:23])[NH2:24])[c:6]2[cH:7][cH:8][c:9]([C:17]#[N:18])[c:10]([C:13]([F:14])([F:15])[F:16])[c:11]2[cH:12]1)[CH3:19]. Yields the product CC(C)Cc1cc2c(C(F)(F)F)c(C#N)ccc2n1CC(N)=O. The reactants are ClCCN1C(C=NC2=CC=C(C=C12)C1=C2N(N=C1C1=NC(=CC=C1)C)CCC2)=O (1-(2-chloro-ethyl)-7-[2-[6-methyl-(pyridin-2-yl)]-5,6-dihydro-4H-pyrrolo[1,2-b]pyrazol-3-yl]-1H-quinoxalin-2-one), N1CCCC1 (pyrrolidine). Run in C(Cl)(Cl)Cl.C(C)(C)O (chloroform isopropyl alcohol), O1CCOCC1 (dioxane). Run at temperature 110 celsius. Yields the product CC1=CC=CC(=N1)C=1C(=C2N(N1)CCC2)C2=CC=C1NCC(N(C1=C2)CCN2CCCC2)=O (7-[2-[6-Methyl-(pyridin-2-yl)]-5,6-dihydro-4H-pyrrolo[1,2-b]pyrazol-3-yl]-1-[2-(pyrrolidin-1-yl)-ethyl]-3,4-dihydro-1H-quinoxalin-2-one). Isolated yield 84.0%. As a reaction SMILES: Cl[CH2:2][CH2:3][N:4]1[C:13]2[C:8](=[CH:9][CH:10]=[C:11]([C:14]3[C:18]([C:19]4[CH:24]=[CH:23][CH:22]=[C:21]([CH3:25])[N:20]=4)=[N:17][N:16]4[CH2:26][CH2:27][CH2:28][C:15]=34)[CH:12]=2)[N:7]=[CH:6][C:5]1=[O:29].[NH:30]1[CH2:34][CH2:33][CH2:32][CH2:31]1>O1CCOCC1.C(Cl)(Cl)Cl.C(O)(C)C>[CH3:25][C:21]1[N:20]=[C:19]([C:18]2[C:14]([C:11]3[CH:12]=[C:13]4[C:8]([NH:7][CH2:6][C:5](=[O:29])[N:4]4[CH2:3][CH2:2][N:30]4[CH2:34][CH2:33][CH2:32][CH2:31]4)=[CH:9][CH:10]=3)=[C:15]3[CH2:28][CH2:27][CH2:26][N:16]3[N:17]=2)[CH:24]=[CH:23][CH:22]=1 |f:3.4|. Reported procedure: Combine 1-(2-chloro-ethyl)-7-[2-[6-methyl-(pyridin-2-yl)]-5,6-dihydro-4H-pyrrolo[1,2-b]pyrazol-3-yl]-1H-quinoxalin-2-one (Preparation 7; 60 mg, 0.15 mmol) and pyrrolidine (0.5 ml) in dioxane (5 mL) in a pressure tube. Seal the tube and heat at 110° C. for 40 min. Dilute the reaction mixture with 1:1 chloroform/isopropyl alcohol and wash the solution with saturated sodium chloride solution. Dry the organic phase (sodium sulfate), filter, and concentrate in vacuo. Purify the residue by silica gel ... The reactants are COc1cc(Cl)c(C=CC(C)=C(F)C=CC(C)=CC(=O)O)c(Cl)c1C, CCN, CN(C)C=O, O=C(Cl)C(=O)Cl, c1ccccc1. The product is CCNC(=O)C=C(C)C=CC(F)=C(C)C=Cc1c(Cl)cc(OC)c(C)c1Cl. As a reaction SMILES: [CH3:1][C:2](=[CH:3][C:4](=[O:5])[OH:6])[CH:7]=[CH:8][C:9](=[C:10]([CH:11]=[CH:12][c:13]1[c:14]([Cl:23])[c:15]([CH3:22])[c:16]([O:20][CH3:21])[cH:17][c:18]1[Cl:19])[CH3:24])[F:25].[CH3:38][CH2:39][NH2:40].[CH3:41][N:42]([CH3:43])[CH:44]=[O:45].[Cl:32][C:33]([C:34]([Cl:35])=[O:36])=[O:37].[cH:26]1[cH:27][cH:28][cH:29][cH:30][cH:31]1>>[CH3:1][C:2](=[CH:3][C:4](=[O:6])[NH:40][CH2:39][CH3:38])[CH:7]=[CH:8][C:9](=[C:10]([CH:11]=[CH:12][c:13]1[c:14]([Cl:23])[c:15]([CH3:22])[c:16]([O:20][CH3:21])[cH:17][c:18]1[Cl:19])[CH3:24])[F:25]. The reactants are C=C1CCC1 (Methylenecyclobutane), ClC(C(=O)Cl)(Cl)Cl (2,2,2-trichloroacetyl chloride). Reagents/catalysts: [Zn] (zinc). The solvent is CCOCC (Et2O), CCOCC (Et2O), CCOCC (Et2O). Reaction conditions: time 4 hour. The product is ClC1(C(CC12CCC2)=O)Cl (1,1-dichlorospiro[3.3]heptan-2-one). As a reaction SMILES: [CH2:1]=[C:2]1[CH2:5][CH2:4][CH2:3]1.[Cl:6][C:7]([Cl:12])(Cl)[C:8](Cl)=[O:9]>CCOCC.[Zn]>[Cl:6][C:7]1([Cl:12])[C:2]2([CH2:5][CH2:4][CH2:3]2)[CH2:1][C:8]1=[O:9]. Reported procedure: Methylenecyclobutane (5.00 g, 70.5 mmol) and zinc dust (13.8 g, 211 mmol) were suspended in dry Et2O (200 mL) in a 3 necked round bottomed flask having an addition funnel and reflux condenser and placed in a sonic bath at 25° C. The system was sonicated and 2,2,2-trichloroacetyl chloride (10.282 mL, 91.607 mmol) (as a solution in 50 mL dry Et2O) added drop-wise, during which time the reaction became warm and the Et2O began refluxing). The sonication was continued for 4 hours. The reaction mixtur... The reactants are OC1=CC=2C=3C4=C(C(=CC3NC2C=C1)I)C(NC4=O)=O (9-hydroxy-4-iodopyrrolo[3,4-c]carbazole-1,3(2H,6H)-dione), C(=O)C=1C=C(C=CC1)B(O)O (3-formylbenzeneboronic acid). The product is OC1=CC=2C=3C4=C(C(=CC3NC2C=C1)C=1C=C(C=O)C=CC1)C(NC4=O)=O (3-(9-Hydroxy-1,3-dioxo-1,2,3,6-tetrahydropyrrolo[3,4-c]carbazol-4-yl)benzaldehyde). Isolated yield 69.0%. As a reaction SMILES: [OH:1][C:2]1[CH:14]=[CH:13][C:12]2[NH:11][C:10]3[CH:9]=[C:8](I)[C:7]4[C:16](=[O:20])[NH:17][C:18](=[O:19])[C:6]=4[C:5]=3[C:4]=2[CH:3]=1.[CH:21]([C:23]1[CH:24]=[C:25](B(O)O)[CH:26]=[CH:27][CH:28]=1)=[O:22]>>[OH:1][C:2]1[CH:14]=[CH:13][C:12]2[NH:11][C:10]3[CH:9]=[C:8]([C:27]4[CH:28]=[C:23]([CH:24]=[CH:25][CH:26]=4)[CH:21]=[O:22])[C:7]4[C:16](=[O:20])[NH:17][C:18](=[O:19])[C:6]=4[C:5]=3[C:4]=2[CH:3]=1. Procedure details: The reaction of 9-hydroxy-4-iodopyrrolo[3,4-c]carbazole-1,3(2H,6H)-dione, prepared as in example 7, with 3-formylbenzeneboronic acid according to the procedure described in example 8 gave 3-(9-Hydroxy-1,3-dioxo-1,2,3,6-tetrahydropyrrolo[3,4-c]carbazol-4-yl)benzaldehyde (507) (I; Ar=3-formylphenyl) in a 69% yield; mp (THF/CH2Cl2/pentane) 280–286° C. (dec). 1H NMR [(CD3)2SO] δ 11.82 (br s, 1H), 11.07 (br s, 1H), 10.11 (s, 1H), 9.27 (br s, 1H), 8.35 (d, J=2.4 Hz, 1H), 8.14 (t, J=1.4 Hz, 1H), 7.97 (... The reactants are ClC=1C=C(C=CC1)C1=C(C(=CC=C1OC)CC1=CC=C(C=C1)N)F (4-(3′-chloro-2-fluoro-6-methoxy-biphenyl-3-ylmethyl)-phenylamine), [O-]C#N.[Na+] (sodium cyanate), CC(=O)C.CCCCCC (acetone hexane). The solvent is CC(=O)O (HOAc), O (water), O (water). Reaction conditions: time 8 hour. Yields the product crude product, ClC=1C=C(C=CC1)C1=C(C(=CC=C1OC)CC1=CC=C(C=C1)NC(=O)N)F ([4-(3′-chloro-2-fluoro-6-methoxy-biphenyl-3-ylmethyl)-phenyl]-urea). Isolated yield 56.0%. RXN SMILES: [Cl:1][C:2]1[CH:3]=[C:4]([C:8]2[C:13]([O:14][CH3:15])=[CH:12][CH:11]=[C:10]([CH2:16][C:17]3[CH:22]=[CH:21][C:20]([NH2:23])=[CH:19][CH:18]=3)[C:9]=2[F:24])[CH:5]=[CH:6][CH:7]=1.[O-:25][C:26]#[N:27].[Na+].CC(C)=O.CCCCCC>CC(O)=O.O>[Cl:1][C:2]1[CH:3]=[C:4]([C:8]2[C:13]([O:14][CH3:15])=[CH:12][CH:11]=[C:10]([CH2:16][C:17]3[CH:18]=[CH:19][C:20]([NH:23][C:26]([NH2:27])=[O:25])=[CH:21][CH:22]=3)[C:9]=2[F:24])[CH:5]=[CH:6][CH:7]=1 |f:1.2,3.4|. Procedure details: A mixture of 4-(3′-chloro-2-fluoro-6-methoxy-biphenyl-3-ylmethyl)-phenylamine (I-35) (100 mg, 0.26 mmol, 1 eq.), sodium cyanate (74 mg, 0.52 mmol, 2 eq.) in HOAc (1 ml) and water (1 ml) was sonicated at rt for 20 min. then was shaken at rt overnight. The mixture was diluted with water. The precipitate was collected by filtration and washed with water. After dried, 71 mg of crude product containing a less polar by product (presumably the corresponding acetamide) was obtained. Trituration of the c... The reactants are NC1=CC=CC=C1 (aniline), ClC=1C2=C(N=CN1)C=NC=C2 (4-chloropyrido[3,4-d]pyrimidine). Yields the product C1(=CC=CC=C1)NC=1N=CC2=C(N1)C=NC=C2 (Phenyl-pyrido[3,4-d]pyrimidin-yl-amine). The yield is 22.0%. As a reaction SMILES: [NH2:1][C:2]1[CH:7]=[CH:6][CH:5]=[CH:4][CH:3]=1.Cl[C:9]1[C:10]2[CH:18]=[CH:17][N:16]=[CH:15][C:11]=2[N:12]=[CH:13][N:14]=1>>[C:2]1([NH:1][C:13]2[N:14]=[CH:9][C:10]3[CH:18]=[CH:17][N:16]=[CH:15][C:11]=3[N:12]=2)[CH:7]=[CH:6][CH:5]=[CH:4][CH:3]=1. Reported procedure: Using a procedure analogous to that described in Example 5, this product was prepared in 22% yield from aniline (1.8 eq.) and 4-chloropyrido[3,4-d]pyrimidine (1 eq.). MP 161° C.; LC-MS: 223 (MH+).